From a dataset of the Open Reaction Database (ORD), a public repository of structured organic reaction records. describe an organic reaction: reactants, conditions, products, and yield Reactants: BrB(Br)Br, ClCCl, COc1ccc(C2(C)CC2(Cl)Cl)cc1. The product is CC1(c2ccc(O)cc2)CC1(Cl)Cl. RXN SMILES: [B:1]([Br:2])([Br:3])[Br:4].[CH2:19]([Cl:20])[Cl:21].[Cl:5][C:6]1([Cl:18])[C:7]([CH3:9])([c:10]2[cH:11][cH:12][c:13]([O:16][CH3:17])[cH:14][cH:15]2)[CH2:8]1>>[Cl:5][C:6]1([Cl:18])[C:7]([CH3:9])([c:10]2[cH:11][cH:12][c:13]([OH:16])[cH:14][cH:15]2)[CH2:8]1.